From a dataset of the Open Reaction Database (ORD), a public repository of structured organic reaction records. describe an organic reaction: reactants, conditions, products, and yield The reactants are S(=O)(Cl)Cl (thionyl chloride), CC1=C(SC=2N=CNC(C21)=O)C(=O)O (5-methyl-4-oxo-3,4-dihydrothieno[2,3-d]pyrimidine-6-carboxylic acid), N1CCCC1 (Pyrrolidine). Solvent: CN(C)C=O (DMF). Conditions: temperature 0 celsius, time 15 minute. The product is CC1=C(SC=2N=CNC(C21)=O)C(=O)N2CCCC2 (5-methyl-6-(pyrrolidine-1-carbonyl)thieno[2,3-d]pyrimidin-4(3H)-one). Isolated yield 64.6%. As a reaction SMILES: [CH3:1][C:2]1[C:10]2[C:9](=[O:11])[NH:8][CH:7]=[N:6][C:5]=2[S:4][C:3]=1[C:12]([OH:14])=O.S(Cl)(Cl)=O.[NH:19]1[CH2:23][CH2:22][CH2:21][CH2:20]1>CN(C=O)C>[CH3:1][C:2]1[C:10]2[C:9](=[O:11])[NH:8][CH:7]=[N:6][C:5]=2[S:4][C:3]=1[C:12]([N:19]1[CH2:23][CH2:22][CH2:21][CH2:20]1)=[O:14]. Procedure: To a cooled (0° C.) solution of pure 5-methyl-4-oxo-3,4-dihydrothieno[2,3-d]pyrimidine-6-carboxylic acid, (0.1 g, 0.47 mmol) in DMF (5 mL) was added dropwise thionyl chloride (0.034 mL, 0.47 mmol). The reaction mixture was stirred at 0° C. for 15 min. Pyrrolidine (0.12 mL, 1.4 mmol) was then added and the reaction was allowed to warm to RT over 1 h. The reaction mixture was quenched with saturated NaHCO3 (25 mL) and extracted with EtOAc (25 mL). The organic layer was washed with brine (30 mL), d... Starting materials: [OH-].[Li+] (Lithium hydroxide), C(C)OC(=O)C1CCC(CC1)C=1C=C2C=CC=NC2=C(N1)C1=CC(=CC=C1)SC (4-[8-(3-methylsulfanyl-phenyl)-[1,7]naphthyridin-6-yl]-cyclohexanecarboxylic acid ethyl ester), solution, CO (Methanol). Solvent: O (water), C1CCOC1 (THF). Conditions: time 5 hour. Product: CSC=1C=C(C=CC1)C=1N=C(C=C2C=CC=NC12)C1CCC(CC1)C(=O)O (4-[8-(3-Methylsulfanyl-phenyl)-[1,7]naphthyridin-6-yl]-cyclohexanecarboxylic acid). Reaction SMILES: [OH-].[Li+].C([O:5][C:6]([CH:8]1[CH2:13][CH2:12][CH:11]([C:14]2[CH:15]=[C:16]3[C:21](=[C:22]([C:24]4[CH:29]=[CH:28][CH:27]=[C:26]([S:30][CH3:31])[CH:25]=4)[N:23]=2)[N:20]=[CH:19][CH:18]=[CH:17]3)[CH2:10][CH2:9]1)=[O:7])C.CO>O.C1COCC1>[CH3:31][S:30][C:26]1[CH:25]=[C:24]([C:22]2[N:23]=[C:14]([CH:11]3[CH2:10][CH2:9][CH:8]([C:6]([OH:7])=[O:5])[CH2:13][CH2:12]3)[CH:15]=[C:16]3[C:21]=2[N:20]=[CH:19][CH:18]=[CH:17]3)[CH:29]=[CH:28][CH:27]=1 |f:0.1|. Procedure details: Lithium hydroxide (168 mg, 1.76 mmol) in water (1.7 ml) is added to a solution of 4-[8-(3-methylsulfanyl-phenyl)-[1,7]naphthyridin-6-yl]-cyclohexanecarboxylic acid ethyl ester (650 mg, 1.6 mmol) in THF (3.2 ml) under argon. Methanol is added to maintain solution (4 ml) and the mixture is stirred at room temperature for 5 hours. The mixture is evaporated to dryness then partitioned between ethyl acetate and water. The aqueous layer is acidified to pH 2 then extracted into ethylacetate and dried o... Reactants: CN1C(=O)N(C=2N=CNC2C1=O)C (1,3-dimethylxanthine), BrCCCCCCBr (1,6-dibromohexane), [OH-].[Na+] (sodium hydroxide). Solvent: O (water), C(CC)O (n-propanol). Yields the product BrCCCCCCN1C=NC=2N(C(N(C(C12)=O)C)=O)C (7-(6-bromohexyl)-1,3-dimethylxanthine). Reaction SMILES: [CH3:1][N:2]1[C:11](=[O:12])[C:10]2[NH:9][CH:8]=[N:7][C:6]=2[N:5]([CH3:13])[C:3]1=[O:4].[OH-].[Na+].[Br:16][CH2:17][CH2:18][CH2:19][CH2:20][CH2:21][CH2:22]Br>O.C(O)CC>[Br:16][CH2:17][CH2:18][CH2:19][CH2:20][CH2:21][CH2:22][N:9]1[C:10]2[C:11](=[O:12])[N:2]([CH3:1])[C:3](=[O:4])[N:5]([CH3:13])[C:6]=2[N:7]=[CH:8]1 |f:1.2|. Procedure details: 1,3-dimethylxanthine is dissolved in a mixture of 250 ml of water and 750 ml of n-propanol by adding an equimolar quantity of sodium hydroxide and heating. An equivalent amount of 1,6-dibromohexane is quickly added to the solution and the mixture is boiled under reflux for 1 hour. After evaporation of the n-propanol, 7-(6-bromohexyl)-1,3-dimethylxanthine is isolated. The reactants are C(C)(C)(C)C1CCN(CC1)CC1=CC=C(C=C1)[C@@H](C(F)(F)F)NS(=O)(=O)C (N-[(1S)-1-{4-[(4-tert-butylpiperidin-1-yl)methyl]phenyl}-2,2,2-trifluoroethyl]methanesulfonamide), P(O)(O)(O)=O (phosphoric acid). Run in CC(=O)C (acetone). Reaction conditions: temperature 55 celsius, time 90 minute. Yields the product P(=O)(O)(O)O.C(C)(C)(C)C1CCN(CC1)CC1=CC=C(C=C1)[C@@H](C(F)(F)F)NS(=O)(=O)C (N-[(1S)-1-{4-[(4-tert-butylpiperidin-1-yl)methyl]phenyl}-2,2,2-trifluoroethyl]methanesulfonamide phosphate). RXN SMILES: [C:1]([CH:5]1[CH2:10][CH2:9][N:8]([CH2:11][C:12]2[CH:17]=[CH:16][C:15]([C@H:18]([NH:23][S:24]([CH3:27])(=[O:26])=[O:25])[C:19]([F:22])([F:21])[F:20])=[CH:14][CH:13]=2)[CH2:7][CH2:6]1)([CH3:4])([CH3:3])[CH3:2].[P:28](=[O:32])([OH:31])([OH:30])[OH:29]>CC(C)=O>[P:28]([OH:32])([OH:31])([OH:30])=[O:29].[C:1]([CH:5]1[CH2:6][CH2:7][N:8]([CH2:11][C:12]2[CH:17]=[CH:16][C:15]([C@H:18]([NH:23][S:24]([CH3:27])(=[O:26])=[O:25])[C:19]([F:22])([F:21])[F:20])=[CH:14][CH:13]=2)[CH2:9][CH2:10]1)([CH3:4])([CH3:2])[CH3:3] |f:3.4|. Procedure: Add a 40 mg/mL solution of N-[(1S)-1-{4-[(4-tert-butylpiperidin-1-yl)methyl]phenyl}-2,2,2-trifluoroethyl]methanesulfonamide (0.25 mL) in acetone to a Freeslate CM3 Crystallizer master slurry plate. Dry under nitrogen. Seal Master plate and run on Freeslate CM3 Crystallizer using the Symyx 8.0.3.351 workflow (Add 0.25M phosphoric acid (1.2 mmol), tumble-stir for 90 minutes at 55° C. Filter the mixture and add 2-propanol (800 uL). Evaporate under nitrogen at ambient temperature to give crystals of... Starting materials: OC1(CC(CCC1)C)CNC(=O)C=1C=2C=CC(=NC2C=CC1Cl)Cl (2,6-dichloro-quinoline-5-carboxylic acid (1-hydroxy-3methyl-cyclohexylmethyl)-amide), CCN(C(C)C)C(C)C (DIPEA), N1(CCCC1)C1CNCC1 (3-pyrrolidin-yl-pyrrolidine). The product is OC1(CC(CCC1)C)CNC(=O)C=1C=2C=CC(=NC2C=CC1Cl)N1CC(CC1)N1CCCC1 (6-Chloro-2-(3-pyrrolidinyl-pyrrolidin-1-yl)-quinoline-5-carboxylic acid (1-hydroxy-3-methyl-cyclohexylmethyl)-amide). RXN SMILES: [OH:1][C:2]1([CH2:9][NH:10][C:11]([C:13]2[C:14]3[CH:15]=[CH:16][C:17](Cl)=[N:18][C:19]=3[CH:20]=[CH:21][C:22]=2[Cl:23])=[O:12])[CH2:7][CH2:6][CH2:5][CH:4]([CH3:8])[CH2:3]1.CCN(C(C)C)C(C)C.[N:34]1([CH:39]2[CH2:43][CH2:42][NH:41][CH2:40]2)[CH2:38][CH2:37][CH2:36][CH2:35]1>>[OH:1][C:2]1([CH2:9][NH:10][C:11]([C:13]2[C:14]3[CH:15]=[CH:16][C:17]([N:41]4[CH2:42][CH2:43][CH:39]([N:34]5[CH2:38][CH2:37][CH2:36][CH2:35]5)[CH2:40]4)=[N:18][C:19]=3[CH:20]=[CH:21][C:22]=2[Cl:23])=[O:12])[CH2:7][CH2:6][CH2:5][CH:4]([CH3:8])[CH2:3]1. Reported procedure: The title compound was synthesized according to the procedure described in example 1 using 2,6-dichloro-quinoline-5-carboxylic acid (1-hydroxy-3methyl-cyclohexylmethyl)-amide, DIPEA and 3-pyrrolidin-yl-pyrrolidine. 1H NMR (400 MHz, DMSO-d6) δ ppm 8.75 (1H), 7.85 (m, 1H), 7.58 (2H), 7.05 (1H), 4.16 (s, 1H), 3.89 (m, 2H), 3.70 (m, 1H), 3.55 (m, 1H), 3.26 (m, 2H), 2.44 (m, 2H), 2.06 (m, 2H), 1.85 (m, 2H), 1.74-1.76 (m, 5H), 1.27-1.32 (m, 1H), 0.83 (d, 3H), 0.77 (m, 1H). m/z: 472 [M+H] The reactants are CCO, NC1CC1, FC(F)(F)c1nc(Cl)c2[nH]cnc2n1. Product: FC(F)(F)c1nc(NC2CC2)c2[nH]cnc2n1. RXN SMILES: [CH3:19][CH2:20][OH:21].[CH:15]1([NH2:18])[CH2:16][CH2:17]1.[Cl:1][c:2]1[c:3]2[nH:4][cH:5][n:6][c:7]2[n:8][c:9]([C:11]([F:12])([F:13])[F:14])[n:10]1>>[c:2]1([NH:18][CH:15]2[CH2:16][CH2:17]2)[c:3]2[nH:4][cH:5][n:6][c:7]2[n:8][c:9]([C:11]([F:12])([F:13])[F:14])[n:10]1. Starting materials: C1CCOC1, CC1c2c(ccc3[nH]ccc23)OCCN1C(=O)OC(C)(C)C, O=C1CCC(=O)N1Cl. Yields the product CC1c2c(ccc3[nH]cc(Cl)c23)OCCN1C(=O)OC(C)(C)C. Reaction SMILES: [CH2:31]1[O:32][CH2:33][CH2:34][CH2:35]1.[CH3:9][CH:10]1[N:11]([C:24](=[O:25])[O:26][C:27]([CH3:28])([CH3:29])[CH3:30])[CH2:12][CH2:13][O:14][c:15]2[c:16]1[c:17]1[cH:18][cH:19][nH:20][c:21]1[cH:22][cH:23]2.[Cl:1][N:2]1[C:3](=[O:4])[CH2:5][CH2:6][C:7]1=[O:8]>>[Cl:1][c:18]1[c:17]2[c:16]3[c:15]([cH:23][cH:22][c:21]2[nH:20][cH:19]1)[O:14][CH2:13][CH2:12][N:11]([C:24](=[O:25])[O:26][C:27]([CH3:28])([CH3:29])[CH3:30])[CH:10]3[CH3:9]. The reactants are COC=1CCCCCCN1 (8-Methoxy-2,3,4,5,6,7-hexahydroazocine), FC1=C(C=CC=C1)C1(CCC1)C(=O)NN (1-(2-fluorophenyl)cyclobutanecarbohydrazide). Conditions: temperature 120 celsius, time 8 hour. Yields the product FC1=C(C=CC=C1)C1(CCC1)C1=NN=C2N1CCCCCC2 (3-[1-(2-Fluorophenyl)cyclobutyl]-5,6,7,8,9,10-hexahydro[1,2,4]triazolo[4,3-α]azocine). As a reaction SMILES: CO[C:3]1[CH2:4][CH2:5][CH2:6][CH2:7][CH2:8][CH2:9][N:10]=1.[F:11][C:12]1[CH:17]=[CH:16][CH:15]=[CH:14][C:13]=1[C:18]1([C:22]([NH:24][NH2:25])=O)[CH2:21][CH2:20][CH2:19]1>>[F:11][C:12]1[CH:17]=[CH:16][CH:15]=[CH:14][C:13]=1[C:18]1([C:22]2[N:10]3[CH2:9][CH2:8][CH2:7][CH2:6][CH2:5][CH2:4][C:3]3=[N:25][N:24]=2)[CH2:19][CH2:20][CH2:21]1. Procedure details: 8-Methoxy-2,3,4,5,6,7-hexahydroazocine (47 μl, 0.412 mmol) was added to the solution of 1-(2-fluorophenyl)cyclobutanecarbohydrazide, and the reaction was stirred at 120° C. overnight. After cooling, the solution was concentrated, and the product was purified by preparative HPLC as the trifluoroacetate salt. The salt was added to a saturated sodium bicarbonate solution and extracted with ethyl acetate to give the freebase. The extract was dried over magnesium sulfate, filtered and evaporated to g... The reactants are CC(C)=CBr, CCCC[Sn](Cl)(CCCC)CCCC, I, CI, [Mg], C1CCOC1. Product: CCCC[Sn](C=C(C)C)(CCCC)CCCC. Reaction SMILES: [Br:3][CH:4]=[C:5]([CH3:6])[CH3:7].[CH2:10]([CH2:11][CH2:12][CH3:13])[Sn:14]([CH2:15][CH2:16][CH2:17][CH3:18])([CH2:19][CH2:20][CH2:21][CH3:22])[Cl:23].[I:2].[I:8][CH3:9].[Mg:1].[O:24]1[CH2:25][CH2:26][CH2:27][CH2:28]1>>[CH:4](=[C:5]([CH3:6])[CH3:7])[Sn:14]([CH2:10][CH2:11][CH2:12][CH3:13])([CH2:15][CH2:16][CH2:17][CH3:18])[CH2:19][CH2:20][CH2:21][CH3:22]. Reactants: C(C1=CC=CC=C1)O[C@@H](CCO[Si](C)(C)C(C)(C)C)CCCCCCCCCCC ((R)-3-Benzyloxy-1-tert-butyl-dimethylsiloxytetradecane), C([O-])(O)=O.[Na+] (sodium bicarbonate). Reaction SMILES: [CH2:1]([O:8][C@H:9]([CH2:20][CH2:21][CH2:22][CH2:23][CH2:24][CH2:25][CH2:26][CH2:27][CH2:28][CH2:29][CH3:30])[CH2:10][CH2:11][O:12][Si](C(C)(C)C)(C)C)[C:2]1[CH:7]=[CH:6][CH:5]=[CH:4][CH:3]=1.C(=O)(O)[O-].[Na+]>C(#N)C>[CH2:1]([O:8][C@H:9]([CH2:20][CH2:21][CH2:22][CH2:23][CH2:24][CH2:25][CH2:26][CH2:27][CH2:28][CH2:29][CH3:30])[CH2:10][CH2:11][OH:12])[C:2]1[CH:7]=[CH:6][CH:5]=[CH:4][CH:3]=1 |f:1.2|. Conditions: time 30 minute. Yield: 73.2%. Solvent: C(C)#N (acetonitrile). The product is C(C1=CC=CC=C1)O[C@@H](CCO)CCCCCCCCCCC ((R)-3-Benzyloxy-1-tetradecanol). Procedure details: A solution of aqueous HF (50%, 12 mL) was added to a mixture of compound 45 (6.3 g, 14.5 mmol) in acetonitrile (120 mL) and the mixture was stirred for 30 min. After completion of the reaction, the acid was neutralized with saturated sodium bicarbonate solution and extracted with ethyl acetate (3×150 mL) and the organic phase was separated, dried, concentrated, and the product was purified by flash chromatography to afford compound 46 as colorless oil (Rf 0.42, 25% ethyl acetate in hexane, 3.4 g...